From a dataset of the Open Reaction Database (ORD), a public repository of structured organic reaction records. describe an organic reaction: reactants, conditions, products, and yield The reactants are C(CCCCCCCCCCCCCCCCC)I (octadecyl iodide), C(C)(C)NC1CCCCC1 (isopropylcyclohexylamine), C(CCC)[Li] (n-butyllithium), C1COC(CCC(=O)OCC)(C)O1 (ethyl levulinate ethylene ketal). Run in CS(=O)C (dimethyl sulfoxide), O1CCCC1 (tetrahydrofuran), O1CCCC1 (tetrahydrofuran). Run at temperature -70 celsius, time 15 minute. Product: CC1(OCCO1)CC(C(=O)OCC)CCCCCCCCCCCCCCCCCC (2-Methyl-α-octadecyl-1,3-dioxolan-2-propanoic acid, ethyl ester). Yield: 52.5%. Reaction SMILES: C(NC1CCCCC1)(C)C.C([Li])CCC.[CH2:16]1[O:28][C:19]([CH3:27])([CH2:20][CH2:21][C:22]([O:24][CH2:25][CH3:26])=[O:23])[O:18][CH2:17]1.[CH2:29](I)[CH2:30][CH2:31][CH2:32][CH2:33][CH2:34][CH2:35][CH2:36][CH2:37][CH2:38][CH2:39][CH2:40][CH2:41][CH2:42][CH2:43][CH2:44][CH2:45][CH3:46]>O1CCCC1.CS(C)=O>[CH3:27][C:19]1([CH2:20][CH:21]([CH2:46][CH2:45][CH2:44][CH2:43][CH2:42][CH2:41][CH2:40][CH2:39][CH2:38][CH2:37][CH2:36][CH2:35][CH2:34][CH2:33][CH2:32][CH2:31][CH2:30][CH3:29])[C:22]([O:24][CH2:25][CH3:26])=[O:23])[O:18][CH2:17][CH2:16][O:28]1. Procedure details: To a solution of about 34.35 g of isopropylcyclohexylamine in about 150 ml of tetrahydrofuran at about -20° C. was added about 156.89 ml of an about 1.55M n-butyllithium, at a rate so that the final temperature reached about 10° C. The solution was then cooled to about -70° C. and about 25 g of ethyl levulinate ethylene ketal was added dropwise. After about 15 minutes, the solution was warmed to about -30° C. and maintained at that temperature while it was added rapidly, dropwise to a stirred so... The reactants are COC(CC1NC(N(C1=O)CC1=CC2=CC=CC=C2C=C1)=O)=O ((1-naphthalen-2-ylmethyl-2,5-dioxo-imidazolidin-4-yl)-acetic acid methyl ester), [H-].[Na+] (sodium hydride), CN(C)C=O (DMF), [Cl-] (chloride), resultant mixture. Reaction conditions: time 20 minute. Yields the product COC(CC1N(C(N(C1=O)CC1=CC2=CC=CC=C2C=C1)=O)CC1=CC=C(C=C1)OC)=O ([3-(4-methoxy-benzyl)-1-naphthalen-2-ylmethyl-2,5-dioxo-imidazolidin-4-yl]-acetic acid methyl ester). Isolated yield 95.0%. RXN SMILES: [CH3:1][O:2][C:3](=[O:23])[CH2:4][CH:5]1[C:9](=[O:10])[N:8]([CH2:11][C:12]2[CH:21]=[CH:20][C:19]3[C:14](=[CH:15][CH:16]=[CH:17][CH:18]=3)[CH:13]=2)[C:7](=[O:22])[NH:6]1.[H-].[Na+].[Cl-].CN([CH:30]=[O:31])C>>[CH3:1][O:2][C:3](=[O:23])[CH2:4][CH:5]1[C:9](=[O:10])[N:8]([CH2:11][C:12]2[CH:21]=[CH:20][C:19]3[C:14](=[CH:15][CH:16]=[CH:17][CH:18]=3)[CH:13]=2)[C:7](=[O:22])[N:6]1[CH2:11][C:12]1[CH:21]=[CH:20][C:19]([O:31][CH3:30])=[CH:14][CH:13]=1 |f:1.2|. Reported procedure: A 0° C. solution of compound (1-naphthalen-2-ylmethyl-2,5-dioxo-imidazolidin-4-yl)-acetic acid methyl ester (6.29 g, 20.1 mmol) in DMF (60 mL) is treated with sodium hydride (60% dispersion, 0.97 g, 24.3 mmol) and warmed to room temperature and stirred under N2 for 20 minutes. The resultant mixture is cooled to 0° C. and then treated with 4-methoxybenzyl, chloride (6.35 g, 40.6 mmol) and then warmed to room temperature and stirred for 16 hours. The reaction is quenched with aqueous 1 N HCl (100 ... Starting materials: [N+](=O)([O-])C1=CC=C(C=C1)C1=CCN(CC1)C(=O)OC(C)(C)C (tert-butyl 4-(4-nitrophenyl)-5,6-dihydropyridine-1(2H)-carboxylate). Reagents/catalysts: [Pd] (Pd/C). Solvent: CCO (EtOH), CN(C)C=O (DMF), CN(C)C=O (DMF). Run at time 24 hour. Yields the product NC1=CC=C(C=C1)C1CCN(CC1)C(=O)OC(C)(C)C (tert-Butyl 4-(4-aminophenyl)piperidine-1-carboxylate). As a reaction SMILES: [N+:1]([C:4]1[CH:9]=[CH:8][C:7]([C:10]2[CH2:15][CH2:14][N:13]([C:16]([O:18][C:19]([CH3:22])([CH3:21])[CH3:20])=[O:17])[CH2:12][CH:11]=2)=[CH:6][CH:5]=1)([O-])=O>CCO.CN(C=O)C.[Pd]>[NH2:1][C:4]1[CH:9]=[CH:8][C:7]([CH:10]2[CH2:11][CH2:12][N:13]([C:16]([O:18][C:19]([CH3:22])([CH3:21])[CH3:20])=[O:17])[CH2:14][CH2:15]2)=[CH:6][CH:5]=1. Reported procedure: A solution of tert-butyl 4-(4-nitrophenyl)-5,6-dihydropyridine-1(2H)-carboxylate (I43) (0.570 g, 1.87 mmol) in EtOH (5 mL) and DMF (5 mL) was added to a solution of 10% Pd/C (200 mg) in DMF (10 mL). The reaction was stirred at room temperature for 24 hours under an atmosphere of hydrogen. The reaction was filtered through a pad of celite and washed through with EtOAc (130 mL). The solvent was removed in vacuo to yield a brown oil which was purified by column chromatography on silica gel (0-50% E... Reactants: C(C1=CC=CC=C1)OCO[C@@H]([C@@H](C[C@@H]1CCC([C@](O1)(OC)C(C)(\C=C\[C@@H]1O[C@@H](CC(C1)=C)C[C@@H]1O[C@@H](CC(C1)=C)C[C@H](CCO)OCC1=CC=C(C=C1)OC)C)=O)O[Si](C)(C)C(C)(C)C)C ((2S,6S)-6-((2R,3R)-3-(benzyloxymethoxy)-2-(tert-butyldimethylsilyloxy)butyl)-2-((E)-4-((2R,6S)-6-(((2R,6S)-6-((S)-4-hydroxy-2-(4-methoxybenzyloxyl)butyl)-4-methylene-tetrahydro-2H-pyran-2-yl)methyl)-4-methylene-tetrahydro-2H-pyran-2-yl)-2-methylbut-3-en-2-yl)-2-methoxy-dihydro-2H-pyran-3(4H)-one), C(C)(C)N(CC)C(C)C (diisopropylethylamine), CS(=O)C (DMSO). The solvent is C(Cl)Cl (CH2Cl2). Run at temperature 0 celsius, time 5 minute. Product: C(C1=CC=CC=C1)OCO[C@@H]([C@@H](C[C@@H]1CCC([C@](O1)(OC)C(/C=C/[C@H]1CC(C[C@H](O1)C[C@H]1CC(C[C@H](O1)C[C@H](CC=O)OCC1=CC=C(C=C1)OC)=C)=C)(C)C)=O)O[Si](C)(C)C(C)(C)C)C ((R)-4-((2S,6R)-6-(((2S,6R)-6-((E)-3-((2S,6S)-6-((2R,3R)-3-(benzyloxymethoxy)-2-(tert-butyldimethylsilyloxy)butyl)-2-methoxy-3-oxo-tetrahydro-2H-pyran-2-yl)-3-methylbut-1-enyl)-4-methylene-tetrahydro-2H-pyran-2-yl)methyl)-4-methylene-tetrahydro-2H-pyran-2-yl)-3-(4-methoxybenzyloxyl)butanal). The yield is 93.1%. As a reaction SMILES: [CH2:1]([O:8][CH2:9][O:10][C@H:11]([CH3:66])[C@H:12]([O:58][Si:59]([C:62]([CH3:65])([CH3:64])[CH3:63])([CH3:61])[CH3:60])[CH2:13][C@H:14]1[O:19][C@:18]([C:22]([CH3:56])(/[CH:24]=[CH:25]/[C@H:26]2[CH2:31][C:30](=[CH2:32])[CH2:29][C@@H:28]([CH2:33][C@H:34]3[CH2:39][C:38](=[CH2:40])[CH2:37][C@@H:36]([CH2:41][C@@H:42]([O:46][CH2:47][C:48]4[CH:53]=[CH:52][C:51]([O:54][CH3:55])=[CH:50][CH:49]=4)[CH2:43][CH2:44][OH:45])[O:35]3)[O:27]2)[CH3:23])([O:20][CH3:21])[C:17](=[O:57])[CH2:16][CH2:15]1)[C:2]1[CH:7]=[CH:6][CH:5]=[CH:4][CH:3]=1.C(N(C(C)C)CC)(C)C.CS(C)=O>C(Cl)Cl>[CH2:1]([O:8][CH2:9][O:10][C@H:11]([CH3:66])[C@H:12]([O:58][Si:59]([C:62]([CH3:65])([CH3:64])[CH3:63])([CH3:61])[CH3:60])[CH2:13][C@H:14]1[O:19][C@:18]([C:22]([CH3:56])([CH3:23])/[CH:24]=[CH:25]/[C@@H:26]2[O:27][C@H:28]([CH2:33][C@@H:34]3[O:35][C@H:36]([CH2:41][C@@H:42]([O:46][CH2:47][C:48]4[CH:49]=[CH:50][C:51]([O:54][CH3:55])=[CH:52][CH:53]=4)[CH2:43][CH:44]=[O:45])[CH2:37][C:38](=[CH2:40])[CH2:39]3)[CH2:29][C:30](=[CH2:32])[CH2:31]2)([O:20][CH3:21])[C:17](=[O:57])[CH2:16][CH2:15]1)[C:2]1[CH:7]=[CH:6][CH:5]=[CH:4][CH:3]=1. Procedure details: To a stirring solution of alcohol 22 (104 mg, 0.111 mmol, 1.0 equiv) in CH2Cl2 (1.1 mL), in a 10 mL rb flask at 0° C., was added diisopropylethylamine (135 μL, 0.775 mmol, 7.0 equiv) and DMSO (80 μL, 1.11 mmol, 10.0 equiv). The solution stirred at 0° C. for 5 min and SO3.Py (71 mg, 0.444 mmol, 4.0 equiv) was added in one portion. Stirring continued at 0° C. for 1.25 h, after which the reaction mixture was quenched by addition of saturated aqueous NaHCO3 solution (2 mL). The mixture stirred at ro... The reactants are Cc1nc2ccccn2c(=O)c1Br, COc1cccc(C=O)c1OCCN(C)C, CC[O-], CCO, [Na+]. The product is COc1cccc(C=Cc2nc3ccccn3c(=O)c2Br)c1OCCN(C)C. Reaction SMILES: [Br:1][c:2]1[c:3]([CH3:13])[n:4][c:5]2[n:6]([c:7]1=[O:8])[cH:9][cH:10][cH:11][cH:12]2.[CH3:14][N:15]([CH2:16][CH2:17][O:18][c:19]1[c:20]([CH:21]=[O:22])[cH:23][cH:24][cH:25][c:26]1[O:27][CH3:28])[CH3:29].[CH3:31][CH2:32][O-:33].[CH3:34][CH2:35][OH:36].[Na+:30]>>[Br:1][c:2]1[c:3]([CH:13]=[CH:21][c:20]2[c:19]([O:18][CH2:17][CH2:16][N:15]([CH3:14])[CH3:29])[c:26]([O:27][CH3:28])[cH:25][cH:24][cH:23]2)[n:4][c:5]2[n:6]([c:7]1=[O:8])[cH:9][cH:10][cH:11][cH:12]2. The reactants are O=C([O-])[O-], CC(C)S(=O)(=O)NC1CCc2cc(CCl)ccc21, CCOC(=O)c1c[nH]nc1C(F)(F)F, [K+], [K+], CN(C)C=O. Product: CCOC(=O)c1cn(Cc2ccc3c(c2)CCC3NS(=O)(=O)C(C)C)nc1C(F)(F)F. Reaction SMILES: [C:33](=[O:34])([O-:35])[O-:36].[Cl:1][CH2:2][c:3]1[cH:4][c:5]2[c:9]([cH:10][cH:11]1)[CH:8]([NH:12][S:13](=[O:14])(=[O:15])[CH:16]([CH3:17])[CH3:18])[CH2:7][CH2:6]2.[F:19][C:20]([c:21]1[n:22][nH:23][cH:24][c:25]1[C:26](=[O:27])[O:28][CH2:29][CH3:30])([F:31])[F:32].[K+:37].[K+:38].[O:39]=[CH:40][N:41]([CH3:42])[CH3:43]>>[CH2:2]([c:3]1[cH:4][c:5]2[c:9]([cH:10][cH:11]1)[CH:8]([NH:12][S:13](=[O:14])(=[O:15])[CH:16]([CH3:17])[CH3:18])[CH2:7][CH2:6]2)[n:23]1[n:22][c:21]([C:20]([F:19])([F:31])[F:32])[c:25]([C:26](=[O:27])[O:28][CH2:29][CH3:30])[cH:24]1. Starting materials: CC(C)(C)OC(=O)OC(C)(C)C, CCCCCC, CCOC(C)=O, Cc1cccnc1N. Product: Cc1cccnc1NC(=O)OC(C)(C)C. Reaction SMILES: [C:1]([O:2][C:6]([O:7][C:8]([CH3:9])([CH3:10])[CH3:11])=[O:12])([CH3:3])([CH3:4])[CH3:5].[CH3:13][CH2:14][CH2:15][CH2:16][CH2:17][CH3:18].[CH3:27][CH2:28][O:29][C:30](=[O:31])[CH3:32].[NH2:19][c:20]1[n:21][cH:22][cH:23][cH:24][c:25]1[CH3:26]>>[C:6]([O:7][C:8]([CH3:9])([CH3:10])[CH3:11])(=[O:12])[NH:19][c:20]1[n:21][cH:22][cH:23][cH:24][c:25]1[CH3:26].